Dataset: the Open Reaction Database (ORD), a public repository of structured organic reaction records. Task: describe an organic reaction: reactants, conditions, products, and yield Reactants: ( 77 ), ( 4.23 ), CC(=CCC1=C(C=C(C=C1O)O)C2=CC=3C=CC(=CC3O2)O)C (Demethylmoracin I), ( 4.43 ), [Na+].[Cl-] (NaCl), CC(=CCC=1C=C(C=CC1O)C2=C(C(=O)C=3C(=CC(=CC3O2)O)O)O)C (Isolicoflavonol). Solvent: CO (MeOH). Yields the product CC(=CCC=1C=C(C(=CC1O)O)C(=O)/C=C/C=2C=CC(=CC2)O)C (Broussochalcone B). As a reaction SMILES: [Na+].[Cl-].[CH3:3][C:4]([CH3:25])=[CH:5][CH2:6]C1C(O)=CC(O)=CC=1C1OC2C=C(O)C=CC=2C=1.CC(C)=CC[C:30]1[CH:31]=[C:32]([C:37]2O[C:46]3[CH:45]=[C:44]([OH:48])[CH:43]=[C:42]([OH:49])[C:41]=3[C:39](=[O:40])[C:38]=2O)[CH:33]=[CH:34][C:35]=1[OH:36]>CO>[CH3:3][C:4]([CH3:25])=[CH:5][CH2:6][C:45]1[CH:46]=[C:41]([C:39](/[CH:38]=[CH:37]/[C:32]2[CH:33]=[CH:34][C:35]([OH:36])=[CH:30][CH:31]=2)=[O:40])[C:42]([OH:49])=[CH:43][C:44]=1[OH:48] |f:0.1|. Procedure details: Yellow powder; mp 157-158° C.; UV (MeOH) λmax (log ε) 373 (4.23), 205 (4.43) nm; IR (NaCl) γmax 3350, 2923, 1645, 1558, 1508 cm−1; 1H NMR (CD3OD, 500 MHz) δ 1.75 (3H, s, H-4″), 1.76 (3H, s, H-5″), 3.27 (2H, d, J=7.2 Hz, H-1″), 5.34 (1H, m, H-2″), 6.29 (1H, s, H-3′), 6.85 (2H, d, J=8.5 Hz, H-3), 7.54 (1H, d, J=15.4 Hz, H-a), 7.59 (2H, d, J=8.5 Hz, H-2), 7.72 (1H, s, H-6′), 7.76 (1H, d, J=15.3 Hz, H-β); 13C NMR (CD3OD, 125 MHz) δ 17.8 (C-4″), 26.0 (C-5″), 28.9 (C-1″), 103.4 (C-3′), 114.4 (C-1′), 1...